describe an organic reaction: reactants, conditions, products, and yield From a dataset of the Open Reaction Database (ORD), a public repository of structured organic reaction records. The reactants are FC(C(=O)O)(C)C1=CC=C(C=C1)OS(=O)(=O)C(F)(F)F (2-Fluoro-2-(4-{[(trifluoromethyl)sulfonyl]oxy}phenyl) propanoic acid), C=C[C@H]1CN2CC[C@H]1C[C@H]2[C@@H](C=3C=CN=C4C3C=CC=C4)O (cinchonidine). The solvent is CC(C)O (2-propanol). The product is F[C@@](C(=O)O)(C)C1=CC=C(C=C1)OS(=O)(=O)C(F)(F)F ((2S)-2-fluoro-2-(4-{[(trifluoromethyl)sulfonyl]oxy}phenyl)propanoic acid). Yield: 39393.9%. As a reaction SMILES: [F:1][C:2]([C:7]1[CH:12]=[CH:11][C:10]([O:13][S:14]([C:17]([F:20])([F:19])[F:18])(=[O:16])=[O:15])=[CH:9][CH:8]=1)([CH3:6])[C:3]([OH:5])=[O:4].C=C[C@@H]1[C@@H]2C[C@@H]([C@H](O)C3C=CN=C4C=CC=CC=34)N(CC2)C1>CC(O)C>[F:1][C@:2]([C:7]1[CH:8]=[CH:9][C:10]([O:13][S:14]([C:17]([F:18])([F:20])[F:19])(=[O:16])=[O:15])=[CH:11][CH:12]=1)([CH3:6])[C:3]([OH:5])=[O:4]. Reported procedure: To a solution of 1 (9.38 g, 29.7 mmol) in 2-propanol (150 ml), cinchonidine (8.73 g, 29.7 mmol) was added under vigorous stirring and the resulting mixture was left under reflux until to complete dissolution. After cooling at room temperature the formed precipitate was filtered off and the mother liquors were crystallized again from 2-propanol (50 mL). The collected precipitated salts (8.72 g) were dissolved in water (70 mL) and 37% HCl (2 mL) was added; the aqueous layer was extracted with CH2C... The reactants are O=C1CCC(=O)N1Br, CS(C)=O, Nc1cnc(-c2cc(Cl)cc(Cl)c2Cl)c(N)n1, O. The product is Nc1nc(N)c(-c2cc(Cl)cc(Cl)c2Cl)nc1Br. Reaction SMILES: [Br:1][N:2]1[C:3](=[O:4])[CH2:5][CH2:6][C:7]1=[O:8].[CH3:26][S:27]([CH3:28])=[O:29].[NH2:9][c:10]1[n:11][c:12]([NH2:25])[cH:13][n:14][c:15]1-[c:16]1[c:17]([Cl:24])[c:18]([Cl:23])[cH:19][c:20]([Cl:22])[cH:21]1.[OH2:30]>>[Br:1][c:13]1[c:12]([NH2:25])[n:11][c:10]([NH2:9])[c:15](-[c:16]2[c:17]([Cl:24])[c:18]([Cl:23])[cH:19][c:20]([Cl:22])[cH:21]2)[n:14]1. Reactants: C(C)(C)C1CC2=CC=C(C=C2C1)C(C(=O)O)=C (2-isopropyl-α-methylene-5-indanacetic acid), OCC(CO)(CO)[NH3+] ((1,3-dihydroxy-2-hydroxymethyl-2-propyl)ammonium). The reagents and catalysts are [Pt](=O)=O (platinum(IV) oxide). Yields the product C(C)(C)C1CC2=CC=C(C=C2C1)C(C(=O)O)C (2-isopropyl-α-methyl-5-indanacetic acid). Procedure: A solution of 1.7 g of 2-isopropyl-α-methylene-5-indanacetic acid in 300 cc of ethanol is hydrogenated at room temperature with the addition of 50 mg of platinum(IV) oxide. After filtering off the catalyst, removing the solvent by evaporation and chromatographing the resulting oil, 2-isopropyl-α-methyl-5-indanacetic acid, having a M.P. of 83°-86°, is obtained. The (1,3-dihydroxy-2-hydroxymethyl-2-propyl)ammonium salt of the title compound has a M.P. of 140°-141° (from methanol/ether). The solvent is C(C)O (ethanol). As a reaction SMILES: [CH:1]([CH:4]1[CH2:12][C:11]2[C:6](=[CH:7][CH:8]=[C:9]([C:13](=[CH2:17])[C:14]([OH:16])=[O:15])[CH:10]=2)[CH2:5]1)([CH3:3])[CH3:2].OCC([NH3+])(CO)CO>C(O)C.[Pt](=O)=O>[CH:1]([CH:4]1[CH2:12][C:11]2[C:6](=[CH:7][CH:8]=[C:9]([CH:13]([CH3:17])[C:14]([OH:16])=[O:15])[CH:10]=2)[CH2:5]1)([CH3:3])[CH3:2].